From a dataset of the Open Reaction Database (ORD), a public repository of structured organic reaction records. describe an organic reaction: reactants, conditions, products, and yield The reactants are Cc1cc2c(OCC(=O)O)cccc2n1Cc1ccccc1, COC(=O)CCCS(N)(=O)=O, CCN=C=NCCCN(C)C, CN(C)c1ccncc1, ClCCl. Product: COC(=O)CCCS(=O)(=O)NC(=O)COc1cccc2c1cc(C)n2Cc1ccccc1. Reaction SMILES: [CH2:1]([c:2]1[cH:3][cH:4][cH:5][cH:6][cH:7]1)[n:8]1[c:9]([CH3:22])[cH:10][c:11]2[c:12]([O:17][CH2:18][C:19](=[O:20])[OH:21])[cH:13][cH:14][cH:15][c:16]12.[CH3:23][O:24][C:25]([CH2:26][CH2:27][CH2:28][S:29]([NH2:30])(=[O:31])=[O:32])=[O:33].[CH3:34][CH2:35][N:36]=[C:37]=[N:38][CH2:39][CH2:40][CH2:41][N:42]([CH3:43])[CH3:44].[CH3:48][N:49]([c:50]1[cH:51][cH:52][n:53][cH:54][cH:55]1)[CH3:56].[Cl:45][CH2:46][Cl:47]>>[CH2:1]([c:2]1[cH:3][cH:4][cH:5][cH:6][cH:7]1)[n:8]1[c:9]([CH3:22])[cH:10][c:11]2[c:12]([O:17][CH2:18][C:19](=[O:20])[NH:30][S:29]([CH2:28][CH2:27][CH2:26][C:25]([O:24][CH3:23])=[O:33])(=[O:31])=[O:32])[cH:13][cH:14][cH:15][c:16]12. The reactants are COC=1C=C2C(=CN(C2=CC1OC)C)C1=CC=2C(=NC=CC2CNC2=CC=C(C=C2)N2CCCCC2)N1S(=O)(=O)C1=CC=C(C=C1)C ([2-(5,6-dimethoxy-1-methyl-1H-indol-3-yl)-1-(toluene-4-sulfonyl)-1H-pyrrolo[2,3-b]pyrid-4-ylmethyl](4-piperid-1-ylphenyl)amine), [OH-].[K+] (potassium hydroxide). Product: [2-(5,6-Dimethoxy-1-methyl-1H-indol-3-yl)-1H-pyrrolo[2,33-b]pyrid-4-ylmethyl](4-piperid-1-ylphenyl)amine, COC=1C=C2C(=CN(C2=CC1OC)C)C1=CC=2C(=NC=CC2CNC2=CC=C(C=C2)N2CCCCC2)N1 ([2-(5,6-dimethoxy-1-methyl-1H-indol-3-yl)-1H-pyrrolo[2,3-b]pyrid-4-ylmethyl](4-piperid-1-ylphenyl)amine). The yield is 23.3%. Reaction SMILES: [CH3:1][O:2][C:3]1[CH:4]=[C:5]2[C:9](=[CH:10][C:11]=1[O:12][CH3:13])[N:8]([CH3:14])[CH:7]=[C:6]2[C:15]1[N:37](S(C2C=CC(C)=CC=2)(=O)=O)[C:18]2=[N:19][CH:20]=[CH:21][C:22]([CH2:23][NH:24][C:25]3[CH:30]=[CH:29][C:28]([N:31]4[CH2:36][CH2:35][CH2:34][CH2:33][CH2:32]4)=[CH:27][CH:26]=3)=[C:17]2[CH:16]=1.[OH-].[K+]>>[CH3:1][O:2][C:3]1[CH:4]=[C:5]2[C:9](=[CH:10][C:11]=1[O:12][CH3:13])[N:8]([CH3:14])[CH:7]=[C:6]2[C:15]1[NH:37][C:18]2=[N:19][CH:20]=[CH:21][C:22]([CH2:23][NH:24][C:25]3[CH:30]=[CH:29][C:28]([N:31]4[CH2:32][CH2:33][CH2:34][CH2:35][CH2:36]4)=[CH:27][CH:26]=3)=[C:17]2[CH:16]=1 |f:1.2|. Reported procedure: [2-(5,6-Dimethoxy-1-methyl-1H-indol-3-yl)-1H-pyrrolo[2,33-b]pyrid-4-ylmethyl](4-piperid-1-ylphenyl)amine is prepared as described in Example 179a starting with 0.09 g of [2-(5,6-dimethoxy-1-methyl-1H-indol-3-yl)-1-(toluene-4-sulfonyl)-1H-pyrrolo[2,3-b]pyrid-4-ylmethyl](4-piperid-1-ylphenyl)amine instead of the [2-(5,6-dimethoxy-1-methyl-1H-indol-3-yl)-1-(toluene-4-sulfonyl)-1H-pyrrolo[2,3-b]pyrid-4-ylmethyl] (4-trifluoromethylsulfanylbenzyl)amine used in Example 179a and 0.55 cm3 of 5N potassium...